This data is from the Open Reaction Database (ORD), a public repository of structured organic reaction records. The task is: describe an organic reaction: reactants, conditions, products, and yield The reactants are O=C([O-])[O-], CI, CCOC(C)=O, O=C(O)c1ccnc(Cl)c1, [K+], [K+], CN(C)C=O. Yields the product COC(=O)c1ccnc(Cl)c1. Reaction SMILES: [C:11](=[O:12])([O-:13])[O-:14].[CH3:17][I:18].[CH3:19][CH2:20][O:21][C:22](=[O:23])[CH3:24].[Cl:1][c:2]1[cH:3][c:4]([C:5](=[O:6])[OH:7])[cH:8][cH:9][n:10]1.[K+:15].[K+:16].[O:25]=[CH:26][N:27]([CH3:28])[CH3:29]>>[Cl:1][c:2]1[cH:3][c:4]([C:5](=[O:6])[O:7][CH3:11])[cH:8][cH:9][n:10]1. The reactants are N1(CCC[C@@H]2CCCC[C@H]12)C(=O)C1=CSC(=C1)C1CCNCC1 (cis-(Octahydro-quinolin-1-yl)-(5-piperidin-4-yl-thiophen-3-yl)-methanone), CS(=O)C (DMSO), C([O-])([O-])=O.[Cs+].[Cs+] (cesium carbonate), ClC1=NC=CC=N1 (2-chloropyrimidine). Conditions: temperature 180 celsius. RXN SMILES: [N:1]1([C:11]([C:13]2[CH:17]=[C:16]([CH:18]3[CH2:23][CH2:22][NH:21][CH2:20][CH2:19]3)[S:15][CH:14]=2)=[O:12])[C@@H:10]2[C@@H:5]([CH2:6][CH2:7][CH2:8][CH2:9]2)[CH2:4][CH2:3][CH2:2]1.CS(C)=O.C(=O)([O-])[O-].[Cs+].[Cs+].Cl[C:35]1[N:40]=[CH:39][CH:38]=[CH:37][N:36]=1>CC#N>[N:1]1([C:11]([C:13]2[CH:17]=[C:16]([CH:18]3[CH2:19][CH2:20][N:21]([C:35]4[N:40]=[CH:39][CH:38]=[CH:37][N:36]=4)[CH2:22][CH2:23]3)[S:15][CH:14]=2)=[O:12])[C@@H:10]2[C@@H:5]([CH2:6][CH2:7][CH2:8][CH2:9]2)[CH2:4][CH2:3][CH2:2]1 |f:2.3.4|. Yield: 22.8%. The product is N1(CCC[C@@H]2CCCC[C@H]12)C(=O)C1=CSC(=C1)C1CCN(CC1)C1=NC=CC=N1 (cis-(Octahydro-quinolin-1-yl)-[5-(1-pyrimidin-2-yl-piperidin-4-yl)-thiophen-3-yl]-methanone). Solvent: CC#N (MeCN). Reported procedure: cis-(Octahydro-quinolin-1-yl)-(5-piperidin-4-yl-thiophen-3-yl)-methanone (0.054 g, 0.16 mmol) was dissolved DMSO (1 mL) and cesium carbonate (0.5 mmol) was added followed by 2-chloropyrimidine (0.18 mmol). The reaction was heated to 180° C. by microwave irradiation for 45 minutes. The reaction mixture was diluted with MeCN (1 mL) and the mixture was filtered to remove any insoluble material. The filtrate was diluted with water and the mixture separated by HPLC, eluting with 10%-98% acetonitrile ...